From a dataset of the Open Reaction Database (ORD), a public repository of structured organic reaction records. describe an organic reaction: reactants, conditions, products, and yield Product: C(OCC)(=O)OC(=O)OCC (diethyl pyrocarbonate), [Cl-].[Na+] (sodium chloride). The reactants are C(OCC)([O-])=O.[Na+] (sodium ethyl carbonate), ClC(=O)OCC (ethyl chloroformate), [O-]CC.[Na+] (sodium ethoxide), C(OCC)([O-])=O.[Na+] (sodium ethyl carbonate), C(=O)=O (carbon dioxide), alkyl halocarbonate, C(OCC)([O-])=O.[Na+] (sodium ethyl carbonate), [Na] (sodium), halocarbonate, C([O-])(=O)OC(=O)[O-] (pyrocarbonate), alkyl carbonate, dialkyl pyrocarbonates, alkali metal alkyl carbonate, ethyl chlorocarbonate (ethyl chloroformate). The solvent is C1(=CC=CC=C1)C (toluene), C(C)O (ethyl alcohol). Procedure: The dialkyl pyrocarbonates may be prepared by reacting alkali metal alkyl carbonate, e.g., sodium ethyl carbonate, with alkyl halocarbonate, e.g., ethyl chlorocarbonate (ethyl chloroformate). The alkyl groups of the alkyl carbonate and halocarbonate are chosen to correspond to the alkyl group desired for the pyrocarbonate. For example, sodium ethoxide, which can be prepared by dissolving sodium metal in toluene solution of ethyl alcohol, is carbonated with carbon dioxide to prepare sodium ethyl ... As a reaction SMILES: [C:1](=[O:6])([O-:5])[O:2][CH2:3][CH3:4].[Na+:7].C(OC([O-])=O)(=O)[O-].[O-]CC.[Na+].[Na].C(=O)=O.[Cl:23][C:24]([O:26][CH2:27][CH3:28])=[O:25]>C1(C)C=CC=CC=1.C(O)C>[C:1]([O:5][C:24]([O:26][CH2:27][CH3:28])=[O:25])(=[O:6])[O:2][CH2:3][CH3:4].[Cl-:23].[Na+:7] |f:0.1,3.4,11.12,^1:18|.